From a dataset of the Open Reaction Database (ORD), a public repository of structured organic reaction records. describe an organic reaction: reactants, conditions, products, and yield Reactants: COC(=O)C1(CN(C1)CC1=CC(=CC=C1)N[C@H](CC)C1=CC(=C(C=C1)Cl)C)C (1-{3-[(R)-1-(4-Chloro-3-methyl-phenyl)-propylamino]-benzyl}-3-methyl-azetidine-3-carboxylic acid methyl ester), [Li+].[OH-] (LiOH), Cl (HCl). Run in C1CCOC1 (THF). Reaction conditions: time 5 hour. Product: ClC1=C(C=C(C=C1)[C@@H](CC)NC=1C=C(CN2CC(C2)(C(=O)O)C)C=CC1)C (1-{3-[(R)-1-(4-Chloro-3-methyl-phenyl)-propylamino]-benzyl}-3-methyl-azetidine-3-carboxylic acid). As a reaction SMILES: C[O:2][C:3]([C:5]1([CH3:28])[CH2:8][N:7]([CH2:9][C:10]2[CH:15]=[CH:14][CH:13]=[C:12]([NH:16][C@@H:17]([C:20]3[CH:25]=[CH:24][C:23]([Cl:26])=[C:22]([CH3:27])[CH:21]=3)[CH2:18][CH3:19])[CH:11]=2)[CH2:6]1)=[O:4].[Li+].[OH-].Cl>C1COCC1>[Cl:26][C:23]1[CH:24]=[CH:25][C:20]([C@H:17]([NH:16][C:12]2[CH:11]=[C:10]([CH:15]=[CH:14][CH:13]=2)[CH2:9][N:7]2[CH2:6][C:5]([CH3:28])([C:3]([OH:4])=[O:2])[CH2:8]2)[CH2:18][CH3:19])=[CH:21][C:22]=1[CH3:27] |f:1.2|. Procedure details: To a solution of INT 15 (158 mg, 0.39 mmol) in THF (3.9 mL) at 0° C. was added LiOH (1.0 M in H2O, 1.97 mL, 1.97 mmol). The reaction mixture was stirred at room temperature for 5 hours. The mixture was acidified with 1 M HCl and concentrated. The residue was taken up in CH2Cl2/EtOAc and washed with brine. The aqueous layer was extracted with CH2Cl2/EtOAc (3×). The combined organic layers were dried over MgSO4 and concentrated. The residue was purified by preparative HPLC (H2O/CH3CN) to afford th...